Dataset: the Open Reaction Database (ORD), a public repository of structured organic reaction records. Task: describe an organic reaction: reactants, conditions, products, and yield Reactants: CS(C)=O, N#Cc1cc([N+](=O)[O-])ccc1Cl, Sc1ccc(Cl)cc1, [Na+], [OH-], O. The product is N#Cc1cc([N+](=O)[O-])ccc1Sc1ccc(Cl)cc1. Reaction SMILES: [CH3:24][S:25]([CH3:26])=[O:27].[Cl:11][c:12]1[c:13]([C:14]#[N:15])[cH:16][c:17]([N+:20](=[O:21])[O-:22])[cH:18][cH:19]1.[Cl:1][c:2]1[cH:3][cH:4][c:5]([SH:8])[cH:6][cH:7]1.[Na+:10].[OH-:9].[OH2:23]>>[Cl:1][c:2]1[cH:3][cH:4][c:5]([S:8][c:12]2[c:13]([C:14]#[N:15])[cH:16][c:17]([N+:20](=[O:21])[O-:22])[cH:18][cH:19]2)[cH:6][cH:7]1.